From a dataset of the Open Reaction Database (ORD), a public repository of structured organic reaction records. describe an organic reaction: reactants, conditions, products, and yield Starting materials: C(C(C)C)N1C(C2(CC(C1=O)C2)C2=CC=C(C=C2)[N+](=O)[O-])=O (3-isobutyl-1-(4-nitrophenyl)-3-azabicyclo[3.1.1]heptane-2,4-dione), ethyl acetate petroleum ether. The reagents and catalysts are [Pd] (palladium-on-carbon). The solvent is C(C)O (ethanol). Yields the product NC1=CC=C(C=C1)C12C(N(C(C(C1)C2)=O)CC(C)C)=O (1-(4-aminophenyl)-3-isobutyl-3-azabicyclo[3.1.1]heptane-2,4-dione). Reaction SMILES: [CH2:1]([N:5]1[C:10](=[O:11])[CH:9]2[CH2:12][C:7]([C:13]3[CH:18]=[CH:17][C:16]([N+:19]([O-])=O)=[CH:15][CH:14]=3)([CH2:8]2)[C:6]1=[O:22])[CH:2]([CH3:4])[CH3:3]>C(O)C.[Pd]>[NH2:19][C:16]1[CH:15]=[CH:14][C:13]([C:7]23[CH2:8][CH:9]([CH2:12]2)[C:10](=[O:11])[N:5]([CH2:1][CH:2]([CH3:3])[CH3:4])[C:6]3=[O:22])=[CH:18][CH:17]=1. Procedure: In a manner analogous to that described in Example 1, 2.0 g of 3-isobutyl-1-(4-nitrophenyl)-3-azabicyclo[3.1.1]heptane-2,4-dione in 100 ml of ethanol are hydrogenated in the presence of 0.1 g of palladium-on-carbon and worked up. Melting point 158°-160° (from ethyl acetate/petroleum ether).